From a dataset of the Open Reaction Database (ORD), a public repository of structured organic reaction records. describe an organic reaction: reactants, conditions, products, and yield Reactants: OCCC=1C(=C2C(C(=O)NC2=O)=CC1)[N+](=O)[O-] (β-Hydroxyethyl-3-nitrophthalimide), OCCN1C(C=2C(C1=O)=C(C=CC2)N=[N+]=[N-])=O (N-(β-hydroxyethyl)-3-azidophthalimide), [N+](=O)([O-])C1=C2C(C(=O)OC2=O)=CC=C1 (3-nitrophthalic anhydride), C(O)CN (ethanolamine). Solvent: C1(=CC=CC=C1)C (toluene), CN(C=O)C (N,N-dimethylformamide). Product: OCCN1C(C=2C(C1=O)=C(C=CC2)[N+](=O)[O-])=O (N-(β-hydroxyethyl)-3-nitrophthalimide). The yield is 76.0%. RXN SMILES: OCC[C:4]1[C:5]([N+:15]([O-:17])=[O:16])=[C:6]2[C:11](=[O:12])[NH:10][C:8](=[O:9])[C:7]2=[CH:13][CH:14]=1.[N+](C1C=CC=[C:23]2[C:24](OC(=O)C=12)=[O:25])([O-])=O.C(CN)O.OCCN1C(=O)C2=C(N=[N+]=[N-])C=CC=C2C1=O>C1(C)C=CC=CC=1.CN(C)C=O>[OH:25][CH2:24][CH2:23][N:10]1[C:11](=[O:12])[C:6]2=[C:5]([N+:15]([O-:17])=[O:16])[CH:4]=[CH:14][CH:13]=[C:7]2[C:8]1=[O:9]. Reported procedure: N-(β-Hydroxyethyl-3-nitrophthalimide, used in the above example, can be prepared as follows: a mixture of 19.3 g (0.1 mol) of 3-nitrophthalic anhydride, 6.7 g (0.1 mol) of ethanolamine, 50 ml of N,N-dimethylformamide (DMF) and 30 ml of toluene is boiled, the water formed in the course of the reaction being removed azeotropically. The reaction mixture is then evaporated to dryness. The residue is dissolved in 200 ml of methylene chloride and the solution is extracted by shaking with 100 ml of sat...